Dataset: the Open Reaction Database (ORD), a public repository of structured organic reaction records. Task: describe an organic reaction: reactants, conditions, products, and yield Starting materials: C(C1=CC=CC=C1)OC(=O)C=1NC(=CC1)C1=CC(=CC(=C1)O[C@H](COC)C)OC1=C(C=C(C=C1)C=O)F (Benzyl-5-{3-(2-Fluoro-4-formylphenoxy)-5-[(1S)-2-methoxy-1-methylethoxy]phenyl}-1H-pyrrole-2-carboxylate), Cl(=O)[O-].[Na+] (sodium chlorite), O.O.P(=O)(O)(O)[O-].[Na+] (sodium dihydrogen phosphate dihydrate), CC(C)=CC (2-methyl-2-butene). The solvent is [Cl-].[Na+].O (brine), C(C)(C)(C)O (t-butanol), O (water). Conditions: time 2 hour. Product: C(C1=CC=CC=C1)OC(=O)C1=CC=C(N1)C=1C=C(OC2=C(C=C(C(=O)O)C=C2)F)C=C(C1)O[C@H](COC)C (4-(3-{5-[(Benzyloxy)carbonyl]-1H-pyrrol-2-yl}-5-[(1S)-2-methoxy-1-methylethoxy]phenoxy)-3-fluorobenzoic acid). Isolated yield 109.5%. Reaction SMILES: [CH2:1]([O:8][C:9]([C:11]1[NH:12][C:13]([C:16]2[CH:21]=[C:20]([O:22][C@@H:23]([CH3:27])[CH2:24][O:25][CH3:26])[CH:19]=[C:18]([O:28][C:29]3[CH:34]=[CH:33][C:32]([CH:35]=[O:36])=[CH:31][C:30]=3[F:37])[CH:17]=2)=[CH:14][CH:15]=1)=[O:10])[C:2]1[CH:7]=[CH:6][CH:5]=[CH:4][CH:3]=1.O.O.P([O-])(O)(O)=[O:41].[Na+].CC(=CC)C.Cl([O-])=O.[Na+]>[Cl-].[Na+].O.O.C(O)(C)(C)C>[CH2:1]([O:8][C:9]([C:11]1[NH:12][C:13]([C:16]2[CH:17]=[C:18]([CH:19]=[C:20]([O:22][C@@H:23]([CH3:27])[CH2:24][O:25][CH3:26])[CH:21]=2)[O:28][C:29]2[CH:34]=[CH:33][C:32]([C:35]([OH:41])=[O:36])=[CH:31][C:30]=2[F:37])=[CH:14][CH:15]=1)=[O:10])[C:2]1[CH:3]=[CH:4][CH:5]=[CH:6][CH:7]=1 |f:1.2.3.4,6.7,8.9.10|. Reported procedure: Benzyl 5-{3-(2-Fluoro-4-formylphenoxy)-5-[(1S)-2-methoxy-1-methylethoxy]phenyl}-1H-pyrrole-2-carboxylate (6.33 g, 12.6 mmol) synthesized in Example (66d) was suspended in a mixed solvent of t-butanol (120 mL) and water (40 mL), and sodium dihydrogen phosphate dihydrate (8.86 g, 56.8 mmol) and 2-methyl-2-butene (12.05 mL, 113 mmol) were added. Under ice cooling, sodium chlorite (80%, 2.93 g, 25.9 mmol) was added slowly, and stirring was carried out at room temperature for 2 hours. Saturated brine... Reactants: N1(C=NC=C1)C[C@H](C1=CC=CC=C1)OC1=C(C=2CCCC(C2C=C1)=O)CS(=O)(=O)C=1C=C(C(=O)O)C=CC1 (3-{[(2-{[(1S)-2-(1H-imidazol-1-yl)-1-phenylethyl]oxy}-5-oxo-5,6,7,8-tetrahydro-1-naphthalenyl)methyl]sulfonyl}benzoic acid), C(C1=CC=CO1)N (furfurylamine). The product is O1C(=CC=C1)CNC(C1=CC(=CC=C1)S(=O)(=O)CC1=C(C=CC=2C(CCCC12)=O)O[C@H](CN1C=NC=C1)C1=CC=CC=C1)=O (N-(2-Furylmethyl)-3-{[(2-{[(1S)-2-(1H-imidazol-1-yl)-1-phenylethyl]oxy}-5-oxo-5,6,7,8-tetrahydro-1-naphthalenyl)methyl]sulfonyl}benzamide). The yield is 90.2%. As a reaction SMILES: [N:1]1([CH2:6][C@@H:7]([O:14][C:15]2[CH:24]=[CH:23][C:22]3[C:21](=[O:25])[CH2:20][CH2:19][CH2:18][C:17]=3[C:16]=2[CH2:26][S:27]([C:30]2[CH:31]=[C:32]([CH:36]=[CH:37][CH:38]=2)[C:33](O)=[O:34])(=[O:29])=[O:28])[C:8]2[CH:13]=[CH:12][CH:11]=[CH:10][CH:9]=2)[CH:5]=[CH:4][N:3]=[CH:2]1.[CH2:39]([NH2:45])[C:40]1[O:44][CH:43]=[CH:42][CH:41]=1>>[O:44]1[CH:43]=[CH:42][CH:41]=[C:40]1[CH2:39][NH:45][C:33](=[O:34])[C:32]1[CH:36]=[CH:37][CH:38]=[C:30]([S:27]([CH2:26][C:16]2[C:17]3[CH2:18][CH2:19][CH2:20][C:21](=[O:25])[C:22]=3[CH:23]=[CH:24][C:15]=2[O:14][C@@H:7]([C:8]2[CH:9]=[CH:10][CH:11]=[CH:12][CH:13]=2)[CH2:6][N:1]2[CH:5]=[CH:4][N:3]=[CH:2]2)(=[O:29])=[O:28])[CH:31]=1. Reported procedure: Using the method in Example 172, 3-{[(2-{[(1S)-2-(1H-imidazol-1-yl)-1-phenylethyl]oxy}-5-oxo-5,6,7,8-tetrahydro-1-naphthalenyl)methyl]sulfonyl}benzoic acid (53 mg, 0.10 mmol, 0.20M in DMF) and furfurylamine (29 mg, 0.30 mmol, 0.6M in DMF) were combined to give 55 mg of the desired compound: Low resolution mass spectrum (LC-MS, APCI) m/z 610 [M+H]+. Starting materials: CC(C)C1=NOC(=N1)N1CCC(CC1)C(C)OC1=NC=C(N=C1)C1=CC=C(C=C1)S(=O)(=O)C ((±)-2-[(1-{1-[3-(1-methylethyl)-1,2,4-oxadiazol-5-yl]-4-piperidinyl}ethyl)oxy]-5-[4-(methylsulfonyl)phenyl]pyrazine), C(=O)=O (CO2). Run in CO (MeOH). Product: CC(C)C1=NOC(=N1)N1CCC(CC1)[C@H](C)OC1=NC=C(N=C1)C1=CC=C(C=C1)S(=O)(=O)C (2-[((1S)-1-{1-[3-(1-Methylethyl)-1,2,4-oxadiazol-5-yl]-4-piperidinyl}ethyl)oxy]-5-[4-(methylsulfonyl)phenyl]pyrazine). As a reaction SMILES: [CH3:1][CH:2]([C:4]1[N:8]=[C:7]([N:9]2[CH2:14][CH2:13][CH:12]([CH:15]([O:17][C:18]3[CH:23]=[N:22][C:21]([C:24]4[CH:29]=[CH:28][C:27]([S:30]([CH3:33])(=[O:32])=[O:31])=[CH:26][CH:25]=4)=[CH:20][N:19]=3)[CH3:16])[CH2:11][CH2:10]2)[O:6][N:5]=1)[CH3:3].C(=O)=O>CO>[CH3:3][CH:2]([C:4]1[N:8]=[C:7]([N:9]2[CH2:10][CH2:11][CH:12]([C@@H:15]([O:17][C:18]3[CH:23]=[N:22][C:21]([C:24]4[CH:25]=[CH:26][C:27]([S:30]([CH3:33])(=[O:32])=[O:31])=[CH:28][CH:29]=4)=[CH:20][N:19]=3)[CH3:16])[CH2:13][CH2:14]2)[O:6][N:5]=1)[CH3:1]. Procedure details: The racemic 2-[(1-{1-[3-(1-methylethyl)-1,2,4-oxadiazol-5-yl]-4-piperidinyl}ethyl)oxy]-5-[4-(methylsulfonyl)phenyl]pyrazine (prepared as in Example 156) was subjected to Chiral HPLC [column: AS-H, column mobile phase: 70% CO2: 30% MeOH (2 mL/min), pressure 140 bar, temperature 40° C., 215 nm] analysis and then separated to give two (R and S) enantiomers. The title compound was isolated as an off-white solid with Tr of 25.83 min (second eluting peak). The (S) absolute stereochemistry was assigned...